describe an organic reaction: reactants, conditions, products, and yield From a dataset of the Open Reaction Database (ORD), a public repository of structured organic reaction records. Starting materials: C(C)OP(OCC)=O (Diethylphosphonate), C(=O)([O-])[O-].[Cs+].[Cs+] (Cs2CO3), C1CCOC1 (THF). Reaction conditions: time 30 minute. Yields the product C1(=CC=CC=C1)OP(OC1=CC=CC=C1)=O (Diphenylphosphonate). RXN SMILES: [CH2:1]([O:3][PH:4](=[O:8])[O:5][CH2:6][CH3:7])[CH3:2].C([O-])([O-])=O.[Cs+].[Cs+].[CH2:15]1[CH2:19]O[CH2:17][CH2:16]1>>[C:1]1([O:3][PH:4](=[O:8])[O:5][C:6]2[CH:17]=[CH:16][CH:15]=[CH:19][CH:7]=2)[CH:19]=[CH:15][CH:16]=[CH:17][CH:2]=1 |f:1.2.3|. Reported procedure: and triflate 13 isomer A (70 mg, 0.167 mmol) in THF (2 mL) was added Cs2CO3 (72 mg, 0.222 mmol). After the reaction mixture was stirred for 30 min at room temperature, the mixture was partitioned between EtOAc and water. The organic phase was dried over Na2SO4, filtered, and evaporated under reduced pressure. The crude product was chromatographed on silica gel (eluting 60-80% EtOAc/hexane) to give a mixture. The mixture was further purified by HPLC on C18 reverse phase chromatography (eluting 55...